Dataset: the Open Reaction Database (ORD), a public repository of structured organic reaction records. Task: describe an organic reaction: reactants, conditions, products, and yield Starting materials: C(C=C)OC1=CC(=C(C=C1)N(CC(=O)O)C(=O)OCC=C)N=C=O (N-(4-allyloxy-carbonylaminophenyl)-N-(allyloxycarbonyl)-glycine), C(C=C)OC(C(=P(C1=CC=CC=C1)(C1=CC=CC=C1)C1=CC=CC=C1)N1C([C@@H]([C@H]1S)[C@@H](C)OC(=O)OCC=C)=O)=O (2-[(3S,4R)-3-[(1R)-1-allyloxycarbonyloxyethyl]-4-mercapto-2-oxo-azetidin-1-yl]-2-triphenylphosphoranylideneacetic acid allyl ester). The reagents and catalysts are [Ag] (silver). Yields the product C(C=C)OC(C(=P(C1=CC=CC=C1)(C1=CC=CC=C1)C1=CC=CC=C1)N1C([C@@H]([C@H]1SC(CN(C(=O)OCC=C)C1=CC=C(C=C1)NC(=O)OCC=C)=O)[C@@H](C)OC(=O)OCC=C)=O)=O (2-[(3S,4R)-3-[(1R)-1-allyloxycarbonyloxyethyl]-4-[N-(4-allyloxycarbonylaminophenyl)-N-(allyloxycarbonyl)-glycylthio]2-oxo-azetidin-1-yl]-2-triphenylphosphoran-ylideneacetic acid allyl ester). Reaction SMILES: C(O[C:5]1[CH:10]=[CH:9][C:8]([N:11]([C:16]([O:18][CH2:19][CH:20]=[CH2:21])=[O:17])[CH2:12][C:13]([OH:15])=O)=[C:7](N=C=O)[CH:6]=1)C=C.[CH2:25]([O:28][C:29](=[O:65])[C:30]([N:50]1[C@H:53]([SH:54])[C@@H:52]([C@H:55]([O:57][C:58]([O:60][CH2:61][CH:62]=[CH2:63])=[O:59])[CH3:56])[C:51]1=[O:64])=[P:31]([C:44]1[CH:49]=[CH:48][CH:47]=[CH:46][CH:45]=1)([C:38]1[CH:43]=[CH:42][CH:41]=[CH:40][CH:39]=1)[C:32]1[CH:37]=[CH:36][CH:35]=[CH:34][CH:33]=1)[CH:26]=[CH2:27]>[Ag]>[CH2:25]([O:28][C:29](=[O:65])[C:30]([N:50]1[C@H:53]([S:54][C:13](=[O:15])[CH2:12][N:11]([C:8]2[CH:7]=[CH:6][C:5]([NH:11][C:16]([O:18][CH2:19][CH:20]=[CH2:21])=[O:17])=[CH:10][CH:9]=2)[C:16]([O:18][CH2:19][CH:20]=[CH2:21])=[O:17])[C@@H:52]([C@H:55]([O:57][C:58]([O:60][CH2:61][CH:62]=[CH2:63])=[O:59])[CH3:56])[C:51]1=[O:64])=[P:31]([C:38]1[CH:43]=[CH:42][CH:41]=[CH:40][CH:39]=1)([C:44]1[CH:45]=[CH:46][CH:47]=[CH:48][CH:49]=1)[C:32]1[CH:37]=[CH:36][CH:35]=[CH:34][CH:33]=1)[CH:26]=[CH2:27]. Procedure details: Analogously to Example 1, 2.67 g of N-(4-allyloxy-carbonylaminophenyl)-N-(allyloxycarbonyl)-glycine are converted with 3.5 g of the silver salt of 2-[(3S,4R)-3-[(1R)-1-allyloxycarbonyloxyethyl]-4-mercapto-2-oxo-azetidin-1-yl]-2-triphenylphosphoranylideneacetic acid allyl ester into the title compound. Reactants: NC1=NC(=C(C(=C1C#N)C=1SC=CC1)C#N)S (2-amino-6-sulfanyl-4-thiophen-2-ylpyridine-3,5-dicarbonitrile), ClCC=1N=C(SC1)C1=CC=C(C=C1)Cl (4-(chloromethyl)-2-(4-chlorophenyl)-1,3-thiazole), C([O-])(O)=O.[Na+] (sodium bicarbonate). Solvent: CN(C)C=O (DMF). Product: NC1=NC(=C(C(=C1C#N)C=1SC=CC1)C#N)SCC=1N=C(SC1)C1=CC=C(C=C1)Cl (2-Amino-6-({[2-(4-chlorophenyl)-1,3-thiazol-4-yl]methyl}sulfanyl)-4-thiophen-2-ylpyridine-3,5-dicarbonitrile). RXN SMILES: [NH2:1][C:2]1[C:7]([C:8]#[N:9])=[C:6]([C:10]2[S:11][CH:12]=[CH:13][CH:14]=2)[C:5]([C:15]#[N:16])=[C:4]([SH:17])[N:3]=1.Cl[CH2:19][C:20]1[N:21]=[C:22]([C:25]2[CH:30]=[CH:29][C:28]([Cl:31])=[CH:27][CH:26]=2)[S:23][CH:24]=1.C(=O)(O)[O-].[Na+]>CN(C=O)C>[NH2:1][C:2]1[C:7]([C:8]#[N:9])=[C:6]([C:10]2[S:11][CH:12]=[CH:13][CH:14]=2)[C:5]([C:15]#[N:16])=[C:4]([S:17][CH2:19][C:20]2[N:21]=[C:22]([C:25]3[CH:30]=[CH:29][C:28]([Cl:31])=[CH:27][CH:26]=3)[S:23][CH:24]=2)[N:3]=1 |f:2.3|. Procedure: 70 mg (0.271 mmol) of 2-amino-6-sulfanyl-4-thiophen-2-ylpyridine-3,5-dicarbonitrile, together with 79 mg (0.325 mmol) of 4-(chloromethyl)-2-(4-chlorophenyl)-1,3-thiazole and 91 mg (1.084 mmol) of sodium bicarbonate, were stirred in 2 ml DMF at room temperature overnight. The reaction mixture was filtered and the filtrate was purified by preparative HPLC (Chromasil, water/acetonitrile—without acid). This gave 94 mg (71% of theory) of the target compound. Reactants: CCN(CC)C(=O)n1cc(CO)c(S(=O)(=O)c2cccc(Cl)c2C)n1, CCN(CC)S(F)(F)F, ClCCl, O. The product is CCN(CC)C(=O)n1cc(CF)c(S(=O)(=O)c2cccc(Cl)c2C)n1. As a reaction SMILES: [CH2:10]([CH3:11])[N:12]([C:13](=[O:14])[n:15]1[n:16][c:17]([S:22](=[O:23])(=[O:24])[c:25]2[c:26]([CH3:32])[c:27]([Cl:31])[cH:28][cH:29][cH:30]2)[c:18]([CH2:20][OH:21])[cH:19]1)[CH2:33][CH3:34].[CH2:1]([N:2]([S:3]([F:4])([F:5])[F:7])[CH2:6][CH3:8])[CH3:9].[CH2:36]([Cl:37])[Cl:38].[OH2:35]>>[F:7][CH2:20][c:18]1[c:17]([S:22](=[O:23])(=[O:24])[c:25]2[c:26]([CH3:32])[c:27]([Cl:31])[cH:28][cH:29][cH:30]2)[n:16][n:15]([C:13]([N:12]([CH2:10][CH3:11])[CH2:33][CH3:34])=[O:14])[cH:19]1. Reactants: ice water, [N+](=O)([O-])[O-].[N+](=O)(O)[O-].[N+](=O)(O)[O-].[N+](=O)([O-])[O-].[N+](=O)([O-])[O-].[N+](=O)([O-])[O-].[NH4+].[NH4+].[NH4+].[NH4+] (tetraammonium hexanitrate), COC1=C(C(=C(C2=C1C=CO2)OC)OCN2S(=O)(=O)C1=CC(=CC(=C1C2=O)C(C)C)OC)C(C)=O (2-(4,7-dimethoxy-5-acetylbenzofuran-6-yl)oxymethyl-4-isopropyl-6-methoxysaccharin). Run in O (water), C(C)#N (acetonitrile). Run at time 15 minute. Product: C(C)(=O)C1=C(C(C2=C(C=CO2)C1=O)=O)OCN1S(=O)(=O)C2=CC(=CC(=C2C1=O)C(C)C)OC (2-(5-acetyl-4,7-dihydro-4,7-dioxobenzofuran-6-yl)oxymethyl-4-isopropyl-6-methoxysaccharin). Isolated yield 46.1%. As a reaction SMILES: [N+]([O-])([O-])=O.[N+]([O-])(O)=O.[N+]([O-])(O)=O.[N+]([O-])([O-])=O.[N+]([O-])([O-])=O.[N+]([O-])([O-])=O.[NH4+].[NH4+].[NH4+].[NH4+].C[O:30][C:31]1[C:36]2[CH:37]=[CH:38][O:39][C:35]=2[C:34]([O:40]C)=[C:33]([O:42][CH2:43][N:44]2[C:54](=[O:55])[C:53]3[C:48](=[CH:49][C:50]([O:59][CH3:60])=[CH:51][C:52]=3[CH:56]([CH3:58])[CH3:57])[S:45]2(=[O:47])=[O:46])[C:32]=1[C:61](=[O:63])[CH3:62]>O.C(#N)C>[C:61]([C:32]1[C:31](=[O:30])[C:36]2[CH:37]=[CH:38][O:39][C:35]=2[C:34](=[O:40])[C:33]=1[O:42][CH2:43][N:44]1[C:54](=[O:55])[C:53]2[C:48](=[CH:49][C:50]([O:59][CH3:60])=[CH:51][C:52]=2[CH:56]([CH3:58])[CH3:57])[S:45]1(=[O:47])=[O:46])(=[O:63])[CH3:62] |f:0.1.2.3.4.5.6.7.8.9|. Procedure: A solution of triceric tetraammonium hexanitrate (0.98 g) in water (3 mL) was added dropwise to a solution of 2-(4,7-dimethoxy-5-acetylbenzofuran-6-yl)oxymethyl-4-isopropyl-6-methoxysaccharin (0.3 g) in acetonitrile (5 mL). The mixture was stirred at room temperature for 15 minutes and poured into ice-water. The resulting gold colored solid was purified by rapid chromatography on silica gel with dichloromethane-ether (95:5) as eluant and crystallization with sonication from ethanol affording 2-(... Yields the product CC(C)Oc1ccc(-c2cnc(-c3cccc4c3CCC4O)s2)cc1C#N. Reactants: CC(C)Oc1ccc(-c2cnc(-c3cccc4c3CCC4O[Si](C)(C)C(C)(C)C)s2)cc1C#N, Cl, C1COCCO1. Reaction SMILES: [C:1]([Si:2]([CH3:3])([CH3:4])[O:6][CH:7]1[CH2:8][CH2:9][c:10]2[c:11](-[c:16]3[s:17][c:18](-[c:21]4[cH:22][cH:23][c:24]([O:29][CH:30]([CH3:31])[CH3:32])[c:25]([C:26]#[N:27])[cH:28]4)[cH:19][n:20]3)[cH:12][cH:13][cH:14][c:15]21)([CH3:5])([CH3:33])[CH3:34].[ClH:35].[O:36]1[CH2:37][CH2:38][O:39][CH2:40][CH2:41]1>>[OH:6][CH:7]1[CH2:8][CH2:9][c:10]2[c:11](-[c:16]3[s:17][c:18](-[c:21]4[cH:22][cH:23][c:24]([O:29][CH:30]([CH3:31])[CH3:32])[c:25]([C:26]#[N:27])[cH:28]4)[cH:19][n:20]3)[cH:12][cH:13][cH:14][c:15]21. The reactants are ClC=1N=NC(=CC1)NN (3-chloro-6-hydrazinopyridazine), C(CO)(=O)O (glycolic acid), CC=1C=CC(=CC1)S(=O)(=O)O.O (p-TsOH.H2O). Run in C1(=CC=CC=C1)C (toluene). Product: ClC=1C=CC=2N(N1)C(=NN2)CO ((6-Chloro[1,2,4]triazolo[4,3-b]pyridazin-3-yl)methanol). RXN SMILES: [Cl:1][C:2]1[N:3]=[N:4][C:5]([NH:8][NH2:9])=[CH:6][CH:7]=1.[C:10](O)(=O)[CH2:11][OH:12].CC1C=CC(S(O)(=O)=O)=CC=1.O>C1(C)C=CC=CC=1>[Cl:1][C:2]1[CH:7]=[CH:6][C:5]2[N:4]([C:10]([CH2:11][OH:12])=[N:9][N:8]=2)[N:3]=1 |f:2.3|. Reported procedure: A mixture of 3-chloro-6-hydrazinopyridazine (1.44 g, 9.96 mmol), glycolic acid (0.76 g, 10 mmol) and p-TsOH.H2O (2.37 g, 12.4 mmol) in toluene was refluxed overnight. Some oil formed at the bottom of the flask. LC-MS of this oil showed the desired product was formed. Toluene was decanted off, and the oil residue was suspended in water (10 mL), then basified with 3N aq. NaOH to pH=10, the resulting off-white solid was collected, and dried to give the title compound. LC-MS (ES+): 185/187 (3/1) [MH...